This data is from the Open Reaction Database (ORD), a public repository of structured organic reaction records. The task is: describe an organic reaction: reactants, conditions, products, and yield Starting materials: C(C)(=O)OC=1C=C2C(CC(OC2=CC1C(CC(C)(C)C)(C)C)(COC1=CC=C(C=C1)[N+](=O)[O-])C)=O (6-acetoxy-2-methyl-2-(4-nitrophenoxymethyl)-7-(1,1,3,3-tetramethylbutyl)chroman-4-one), [H][H] (hydrogen). The reagents and catalysts are [Pd] (palladium-on-carbon). The solvent is CO (methanol), C1=CC=CC=C1 (benzene). Product: C(C)(=O)OC=1C=C2C(CC(OC2=CC1C(CC(C)(C)C)(C)C)(C)COC1=CC=C(C=C1)N)=O (6-Acetoxy-2-(4-aminophenoxymethyl)-2-methyl-4-oxo-7-(1,1,3,3-tetramethylbutyl)chroman). As a reaction SMILES: [C:1]([O:4][C:5]1[CH:6]=[C:7]2[C:12](=[CH:13][C:14]=1[C:15]([CH3:22])([CH3:21])[CH2:16][C:17]([CH3:20])([CH3:19])[CH3:18])[O:11][C:10]([CH3:34])([CH2:23][O:24][C:25]1[CH:30]=[CH:29][C:28]([N+:31]([O-])=O)=[CH:27][CH:26]=1)[CH2:9][C:8]2=[O:35])(=[O:3])[CH3:2].[H][H]>CO.C1C=CC=CC=1.[Pd]>[C:1]([O:4][C:5]1[CH:6]=[C:7]2[C:12](=[CH:13][C:14]=1[C:15]([CH3:22])([CH3:21])[CH2:16][C:17]([CH3:20])([CH3:18])[CH3:19])[O:11][C:10]([CH2:23][O:24][C:25]1[CH:30]=[CH:29][C:28]([NH2:31])=[CH:27][CH:26]=1)([CH3:34])[CH2:9][C:8]2=[O:35])(=[O:3])[CH3:2]. Procedure: 12.3 g of 6-acetoxy-2-methyl-2-(4-nitrophenoxymethyl)-7-(1,1,3,3-tetramethylbutyl)chroman-4-one (prepared as described in Preparation 19) were dissolved in a mixture of 200 ml of methanol and 20 ml of benzene, and then catalytically reduced for 6 hours at room temperature, in the presence of 2.4 g of 10% w/w palladium-on-carbon, under 1 atmosphere (about 1 bar) pressure of hydrogen. The catalyst was filtered off, and the filtrate was condensed by evaporation under reduced pressure. The residue w...